This data is from the Open Reaction Database (ORD), a public repository of structured organic reaction records. The task is: describe an organic reaction: reactants, conditions, products, and yield Reactants: C1(=CC=C(C=C1)S(=O)(=O)O)C (p-toluenesulfonic acid), C(CCCCC)C(CO)CO (2-hexylpropane-1,3-diol), CC1(CCC(CC1)C1=CC=C(C=O)C=C1)CCCCC (p-(4-methyl-4-pentylcyclohexyl)-benzaldehyde), C(#N)C1CCC(CC1)C1=CC=CC=C1 (4-cyanocyclohexylbenzene), [Li+].CC(C)[N-]C(C)C (LDA), C(CCCCCC)Br (heptyl bromide), CC(C)C[AlH]CC(C)C (DIBAH), NN (hydrazine). Run in O (water), O (water), C1(=CC=CC=C1)C (toluene). Product: CC1(CCC(CC1)C1=CC=C(C=C1)C1OCC(CO1)CCCCCC)CCCCC (p-(4-Methyl-4-pentylcyclohexyl)-(5-hexyl-1,3-dioxan-2-yl)-benzene). As a reaction SMILES: [CH3:1][C:2]1([CH2:16][CH2:17][CH2:18][CH2:19][CH3:20])[CH2:7][CH2:6][CH:5]([C:8]2[CH:15]=[CH:14][C:11]([CH:12]=[O:13])=[CH:10][CH:9]=2)[CH2:4][CH2:3]1.C(C1CCC(C2C=CC=CC=2)CC1)#N.[Li+].CC([N-]C(C)C)C.C(Br)CCCCCC.CC(C[AlH]CC(C)C)C.NN.[CH2:62]([CH:68]([CH2:71]O)[CH2:69][OH:70])[CH2:63][CH2:64][CH2:65][CH2:66][CH3:67].C1(C)C=CC(S(O)(=O)=O)=CC=1>C1(C)C=CC=CC=1.O>[CH3:1][C:2]1([CH2:16][CH2:17][CH2:18][CH2:19][CH3:20])[CH2:7][CH2:6][CH:5]([C:8]2[CH:9]=[CH:10][C:11]([CH:12]3[O:70][CH2:69][CH:68]([CH2:62][CH2:63][CH2:64][CH2:65][CH2:66][CH3:67])[CH2:71][O:13]3)=[CH:14][CH:15]=2)[CH2:4][CH2:3]1 |f:2.3|. Procedure: 27.2 g (0.1 mole) of p-(4-methyl-4-pentylcyclohexyl)-benzaldehyde (obtainable from 4-cyanocyclohexylbenzene by alkylation with LDA and heptyl bromide, stepwise conversion of the nitrile group into the methyl group by reduction with DIBAH and hydrazine in a Wolff-Kishner reaction and introduction of the formyl group by chloromethylation and a Sommelet reaction) are boiled with 16.0 g (0.1 mole) of 2-hexylpropane-1,3-diol and 0.1 g of p-toluenesulfonic acid in 150 ml of toluene, using a water sepa... Reactants: O (water), CC=1C=C(C#N)C=C(C1O)C (3,5-dimethyl-4-hydroxybenzonitrile), ClCCCC#C (5-chloro-1-pentyne), C([O-])([O-])=O.[K+].[K+] (potassium carbonate). The solvent is CN1CCCC1 (N-methylpyrrolidine). Conditions: temperature 100 celsius, time 4 hour. Yields the product CC=1C=C(C#N)C=C(C1OCCCC#C)C (3,5-Dimethyl-4-(3-ethinylpropoxy)benzonitrile). Reaction SMILES: [CH3:1][C:2]1[CH:3]=[C:4]([CH:7]=[C:8]([CH3:11])[C:9]=1[OH:10])[C:5]#[N:6].Cl[CH2:13][CH2:14][CH2:15][C:16]#[CH:17].C(=O)([O-])[O-].[K+].[K+].O>CN1CCCC1>[CH3:1][C:2]1[CH:3]=[C:4]([CH:7]=[C:8]([CH3:11])[C:9]=1[O:10][CH2:17][CH2:16][CH2:15][C:14]#[CH:13])[C:5]#[N:6] |f:2.3.4|. Reported procedure: A mixture of 40 g 3,5-dimethyl-4-hydroxybenzonitrile, 32 ml 5-chloro-1-pentyne (d=0.968) and 74.63 g milled potassium carbonate in 25 ml N-methylpyrrolidine was heated under nitrogen at 100° C. with stirring for four hours. The mixture, after cooling to room temperature and addition of 300 ml water, was extracted with ethyl acetate. The ethyl acetate extracts were washed with aqueous 2N sodium hydroxide solution and saturated sodium chloride solution, dried (MgSO4) and then concentrated in vacuo... The yield is 49.7%. The reactants are [Si](C)(C)(C(C)(C)C)OCCCCCCCC#CC1(C(COC2=CC(=CC=C12)OCOC)(C)C1=CC=C(C=C1)OCOC)O (4-[9-(t-butyldimethylsilyloxy)-1-nonynyl]-4-hydroxy-7-methoxymethoxy-3-(4-methoxymethoxyphenyl)-3-methylchroman), C(#N)[BH3-].[Na+] (sodium cyanoborohydride), O (water). Procedure details: To a solution of 4-[9-(t-butyldimethylsilyloxy)-1-nonynyl]-4-hydroxy-7-methoxymethoxy-3-(4-methoxymethoxyphenyl)-3-methylchroman (3.10 g, 5.06 mmol) in 1,2-dichloroethane (200 ml) were added zinc iodide (2.42 g, 7.59 mmol) and sodium cyanoborohydride (2.23 g, 35.42 mmol), which was then stirred at room temperature for 8 hours. After the reaction was completed, water was added to the reaction mixture, and the resulting mixture was extracted with ethyl acetate. The extract was dried over anhydrous... Reaction SMILES: [Si:1]([O:8][CH2:9][CH2:10][CH2:11][CH2:12][CH2:13][CH2:14][CH2:15][C:16]#[C:17][C:18]1(O)[C:27]2[C:22](=[CH:23][C:24]([O:28][CH2:29][O:30][CH3:31])=[CH:25][CH:26]=2)[O:21][CH2:20][C:19]1([C:33]1[CH:38]=[CH:37][C:36]([O:39][CH2:40][O:41][CH3:42])=[CH:35][CH:34]=1)[CH3:32])([C:4]([CH3:7])([CH3:6])[CH3:5])([CH3:3])[CH3:2].C([BH3-])#N.[Na+].O>ClCCCl.[I-].[Zn+2].[I-]>[Si:1]([O:8][CH2:9][CH2:10][CH2:11][CH2:12][CH2:13][CH2:14][CH2:15][C:16]#[C:17][CH:18]1[C:27]2[C:22](=[CH:23][C:24]([O:28][CH2:29][O:30][CH3:31])=[CH:25][CH:26]=2)[O:21][CH2:20][C:19]1([C:33]1[CH:38]=[CH:37][C:36]([O:39][CH2:40][O:41][CH3:42])=[CH:35][CH:34]=1)[CH3:32])([C:4]([CH3:7])([CH3:6])[CH3:5])([CH3:2])[CH3:3] |f:1.2,5.6.7|. Conditions: time 8 hour. The product is [Si](C)(C)(C(C)(C)C)OCCCCCCCC#CC1C(COC2=CC(=CC=C12)OCOC)(C)C1=CC=C(C=C1)OCOC (4-[9-(t-butyldimethylsilyloxy)-1-nonynyl]-7-methoxymethoxy-3-(4-methoxymethoxyphenyl)-3-methylchroman). Run in ClCCCl (1,2-dichloroethane). Reagents/catalysts: [I-].[Zn+2].[I-] (zinc iodide).